Dataset: the Open Reaction Database (ORD), a public repository of structured organic reaction records. Task: describe an organic reaction: reactants, conditions, products, and yield Starting materials: O1[C@H](COC2=C(C=C3C(=O)OCC3)C=CC=C2)C1 ((S)-α-(2′-(2,3-Epoxypropan-1-yloxy)benzylidene)-γ-butyrolactone), COC=1C=C2C=CC(=CC2=CC1)C1CCNCC1 (4-(6-methoxynaphthalen-2-yl)piperidine). Run in CO (methanol). The product is O[C@H](COC1=C(C=C2C(=O)OCC2)C=CC=C1)CN1CCC(CC1)C1=CC2=CC=C(C=C2C=C1)OC ((S)-α-(2′-(2-hydroxy-3-(4-(6-methoxynaphthalen-2-yl) piperidino) propyloxy) benzylidene)-γ-butyrolactone). Yield: 42.1%. As a reaction SMILES: [O:1]1[CH2:18][C@H:2]1[CH2:3][O:4][C:5]1[CH:17]=[CH:16][CH:15]=[CH:14][C:6]=1[CH:7]=[C:8]1[CH2:13][CH2:12][O:11][C:9]1=[O:10].[CH3:19][O:20][C:21]1[CH:22]=[C:23]2[C:28](=[CH:29][CH:30]=1)[CH:27]=[C:26]([CH:31]1[CH2:36][CH2:35][NH:34][CH2:33][CH2:32]1)[CH:25]=[CH:24]2>CO>[OH:1][C@@H:2]([CH2:18][N:34]1[CH2:33][CH2:32][CH:31]([C:26]2[CH:25]=[CH:24][C:23]3[C:28](=[CH:29][CH:30]=[C:21]([O:20][CH3:19])[CH:22]=3)[CH:27]=2)[CH2:36][CH2:35]1)[CH2:3][O:4][C:5]1[CH:17]=[CH:16][CH:15]=[CH:14][C:6]=1[CH:7]=[C:8]1[CH2:13][CH2:12][O:11][C:9]1=[O:10]. Procedure: (S)-α-(2′-(2,3-Epoxypropan-1-yloxy)benzylidene)-γ-butyrolactone (1.2 g) and 4-(6-methoxynaphthalen-2-yl)piperidine (1.2 g) were dissolved in methanol (50 ml), and the mixture was refluxed under heating for 2 hr. After cooling, the solvent was evaporated under reduced pressure and the residue was purified by silica gel column chromatography (chloroform/methanol) to give the title compound (1.0 g), melting point 148–150° C. Starting materials: C1CCOC1, CCO, CCOC(=O)C1=Cc2cc(C(F)(F)C(F)(F)F)ccc2OC1C(F)(F)F, [Na+], [OH-]. Yields the product O=C(O)C1=Cc2cc(C(F)(F)C(F)(F)F)ccc2OC1C(F)(F)F. As a reaction SMILES: [CH2:32]1[O:33][CH2:34][CH2:35][CH2:36]1.[CH3:27][CH2:28][OH:29].[F:1][C:2]([C:3]([F:4])([F:5])[F:6])([c:7]1[cH:8][cH:9][c:10]2[c:11]([cH:25]1)[CH:12]=[C:13]([C:20](=[O:21])[O:22][CH2:23][CH3:24])[CH:14]([C:16]([F:17])([F:18])[F:19])[O:15]2)[F:26].[Na+:31].[OH-:30]>>[F:1][C:2]([C:3]([F:4])([F:5])[F:6])([c:7]1[cH:8][cH:9][c:10]2[c:11]([cH:25]1)[CH:12]=[C:13]([C:20](=[O:21])[OH:22])[CH:14]([C:16]([F:17])([F:18])[F:19])[O:15]2)[F:26]. Reactants: FC(C1=CC=C(C=C1)[C@H]1C[C@H](C1)C(=O)OC)(F)F (methyl cis-3-(4-trifluoromethylphenyl)cyclobutanecarboxylate), [H-].[H-].[H-].[H-].[Li+].[Al+3] (LiAlH4). Solvent: C(C)OCC (diethyl ether), C(C)OCC (diethyl ether). Reaction conditions: temperature 0 celsius, time 3 hour. Yields the product FC(C1=CC=C(C=C1)[C@H]1C[C@H](C1)CO)(F)F ([cis-3-(4-trifluoromethylphenyl)cyclobutyl]methanol). Reaction SMILES: [F:1][C:2]([F:18])([F:17])[C:3]1[CH:8]=[CH:7][C:6]([C@@H:9]2[CH2:12][C@H:11]([C:13](OC)=[O:14])[CH2:10]2)=[CH:5][CH:4]=1.[H-].[H-].[H-].[H-].[Li+].[Al+3]>C(OCC)C>[F:1][C:2]([F:17])([F:18])[C:3]1[CH:4]=[CH:5][C:6]([C@@H:9]2[CH2:12][C@H:11]([CH2:13][OH:14])[CH2:10]2)=[CH:7][CH:8]=1 |f:1.2.3.4.5.6|. Procedure: A solution of the compound prepared in Step 2, above (1.29 g, 5 mmol) in diethyl ether (100 ml) was added dropwise to a stirred suspension of LiAlH4 (0.23 g, 6 mmol) in diethyl ether (20 ml) over 30 minutes at room temperature under a nitrogen atmosphere. The reaction mixture was stirred for 3 hours, cooled to 0° C., and excess hydride was destroyed by addition of water (2.5 ml). To the resultant mixture was added 20% aqueous sulfuric acid (20 ml) and the organic phase was separated. The aqueous... The reactants are [N+](=O)([O-])C1=CC=C(C=C1)N1C=NC=C1 (1-(4-nitrophenyl)imidazole), BrCCCCCCCCCCCCCC (1-bromotetradecane). The solvent is C1CCOC1 (THF). The product is [Br-].[N+](=O)([O-])C1=CC=C(C=C1)[N+]1=CN(C=C1)CCCCCCCCCCCCCC (1-(4-nitrophenyl)-3-tetradecyl imidazolium bromide). Procedure details: According to the general synthesis procedure, 5.3 mmol (1.00 g) 1-(4-nitrophenyl)imidazole and 6.3 mmol (1.76 g, 1.70 ml) 1-bromotetradecane are dissolved in 5 ml THF and heated for 45 h to 90° C. At the end of the reaction the reaction mixture is cooled down to room temperature and the precipitated product is washed with THF and diethylether. RXN SMILES: [N+:1]([C:4]1[CH:9]=[CH:8][C:7]([N:10]2[CH:14]=[CH:13][N:12]=[CH:11]2)=[CH:6][CH:5]=1)([O-:3])=[O:2].[Br:15][CH2:16][CH2:17][CH2:18][CH2:19][CH2:20][CH2:21][CH2:22][CH2:23][CH2:24][CH2:25][CH2:26][CH2:27][CH2:28][CH3:29]>C1COCC1>[Br-:15].[N+:1]([C:4]1[CH:5]=[CH:6][C:7]([N+:10]2[CH:14]=[CH:13][N:12]([CH2:29][CH2:28][CH2:27][CH2:26][CH2:25][CH2:24][CH2:23][CH2:22][CH2:21][CH2:20][CH2:19][CH2:18][CH2:17][CH3:16])[CH:11]=2)=[CH:8][CH:9]=1)([O-:3])=[O:2] |f:3.4|. Starting materials: O=C([O-])[O-], CN(C)C=O, CCOC(=O)Cc1ccc(-c2nc(COc3ccc(CCl)cc3OC)c(C)o2)cc1, [K+], [K+], O, Cc1sc(N2CCN(C(=O)OC(C)(C)C)CC2)nc1C=Cc1cn(-c2ccccc2)nc1O. Product: CCOC(=O)Cc1ccc(-c2nc(COc3ccc(COc4nn(-c5ccccc5)cc4C=Cc4nc(N5CCN(C(=O)OC(C)(C)C)CC5)sc4C)cc3OC)c(C)o2)cc1. RXN SMILES: [C:64](=[O:65])([O-:66])[O-:67].[CH3:70][N:71]([CH3:72])[CH:73]=[O:74].[Cl:1][CH2:2][c:3]1[cH:4][c:5]([O:29][CH3:30])[c:6]([O:7][CH2:8][c:9]2[n:10][c:11](-[c:15]3[cH:16][cH:17][c:18]([CH2:21][C:22](=[O:23])[O:24][CH2:25][CH3:26])[cH:19][cH:20]3)[o:12][c:13]2[CH3:14])[cH:27][cH:28]1.[K+:68].[K+:69].[OH2:75].[OH:31][c:32]1[n:33][n:34](-[c:58]2[cH:59][cH:60][cH:61][cH:62][cH:63]2)[cH:35][c:36]1[CH:37]=[CH:38][c:39]1[n:40][c:41]([N:45]2[CH2:46][CH2:47][N:48]([C:51](=[O:52])[O:53][C:54]([CH3:55])([CH3:56])[CH3:57])[CH2:49][CH2:50]2)[s:42][c:43]1[CH3:44]>>[CH2:2]([c:3]1[cH:4][c:5]([O:29][CH3:30])[c:6]([O:7][CH2:8][c:9]2[n:10][c:11](-[c:15]3[cH:16][cH:17][c:18]([CH2:21][C:22](=[O:23])[O:24][CH2:25][CH3:26])[cH:19][cH:20]3)[o:12][c:13]2[CH3:14])[cH:27][cH:28]1)[O:31][c:32]1[n:33][n:34](-[c:58]2[cH:59][cH:60][cH:61][cH:62][cH:63]2)[cH:35][c:36]1[CH:37]=[CH:38][c:39]1[n:40][c:41]([N:45]2[CH2:46][CH2:47][N:48]([C:51](=[O:52])[O:53][C:54]([CH3:55])([CH3:56])[CH3:57])[CH2:49][CH2:50]2)[s:42][c:43]1[CH3:44]. The reactants are O=c1[nH]ccc2c(OCc3ccccc3)cccc12, Cc1nc(Br)sc1C(=O)NCc1ccccc1. Product: Cc1nc(-n2ccc3c(OCc4ccccc4)cccc3c2=O)sc1C(=O)NCc1ccccc1. RXN SMILES: [CH2:1]([c:2]1[cH:3][cH:4][cH:5][cH:6][cH:7]1)[O:8][c:9]1[c:10]2[cH:11][cH:12][nH:13][c:14](=[O:19])[c:15]2[cH:16][cH:17][cH:18]1.[CH2:20]([c:21]1[cH:22][cH:23][cH:24][cH:25][cH:26]1)[NH:27][C:28](=[O:29])[c:30]1[c:31]([CH3:36])[n:32][c:33]([Br:35])[s:34]1>>[CH2:1]([c:2]1[cH:3][cH:4][cH:5][cH:6][cH:7]1)[O:8][c:9]1[c:10]2[cH:11][cH:12][n:13](-[c:33]3[n:32][c:31]([CH3:36])[c:30]([C:28]([NH:27][CH2:20][c:21]4[cH:22][cH:23][cH:24][cH:25][cH:26]4)=[O:29])[s:34]3)[c:14](=[O:19])[c:15]2[cH:16][cH:17][cH:18]1.